This data is from the Open Reaction Database (ORD), a public repository of structured organic reaction records. The task is: describe an organic reaction: reactants, conditions, products, and yield The reactants are ClC1=NC=CC(=C1)C1=CC(=NN1C1=CC(=CC=C1)C)C (2-chloro-4-[1-(3-methylphenyl)-3-methyl-1H-pyrazol-5-yl]pyridine), CNCC1=CC=CC=C1 (N-methylbenzylamine). Run at temperature 180 celsius. Yields the product CN(C1=NC=CC(=C1)C1=CC(=NN1C1=CC(=CC=C1)C)C)CC1=CC=CC=C1 (2-(N-Methylbenzylamino)-4-[1-(3-methylphenyl)-3-methyl-1H-pyrazol-5-yl]pyridine). The yield is 66.0%. As a reaction SMILES: Cl[C:2]1[CH:7]=[C:6]([C:8]2[N:12]([C:13]3[CH:18]=[CH:17][CH:16]=[C:15]([CH3:19])[CH:14]=3)[N:11]=[C:10]([CH3:20])[CH:9]=2)[CH:5]=[CH:4][N:3]=1.[CH3:21][NH:22][CH2:23][C:24]1[CH:29]=[CH:28][CH:27]=[CH:26][CH:25]=1>>[CH3:21][N:22]([CH2:23][C:24]1[CH:29]=[CH:28][CH:27]=[CH:26][CH:25]=1)[C:2]1[CH:7]=[C:6]([C:8]2[N:12]([C:13]3[CH:18]=[CH:17][CH:16]=[C:15]([CH3:19])[CH:14]=3)[N:11]=[C:10]([CH3:20])[CH:9]=2)[CH:5]=[CH:4][N:3]=1. Reported procedure: A mixture of 2-chloro-4-[1-(3-methylphenyl)-3-methyl-1H-pyrazol-5-yl]pyridine (Example 45; 1.0 g, 0.0036 mol) and N-methylbenzylamine (20 mL) was heated at 180° C. for 24 hours. The excess amine was removed under vacuum and the residue was partitioned between ethyl acetate and water. The organic layer was washed with brine, dried over magnesium sulfate and filtered. The filtrate was concentrated and the crude was purified by chromatography on silica gel (ethyl acetate/hexane, 2:8) to give 0.88 g... The reactants are N1C[C@@H](CCC1)NC(OC(C)(C)C)=O ((R)-tert-butyl piperidin-3-ylcarbamate), FCC(CF)=O (1,3-difluoropropan-2-one), [Na] (sodium), ClCCl (dichloromethane). Reaction conditions: time 2 hour. Yields the product Cl.FCC(CF)N1C[C@@H](CCC1)N ((R)-1-(1,3-difluoropropan-2-yl)piperidin-3-amine hydrogen chloride). Reaction SMILES: [NH:1]1[CH2:6][CH2:5][CH2:4][C@@H:3]([NH:7]C(=O)OC(C)(C)C)[CH2:2]1.[F:15][CH2:16][C:17](=O)[CH2:18][F:19].[Na].[Cl:22]CCl>>[ClH:22].[F:15][CH2:16][CH:17]([N:1]1[CH2:6][CH2:5][CH2:4][C@@H:3]([NH2:7])[CH2:2]1)[CH2:18][F:19] |f:4.5,^1:20|. Reported procedure: A solution of (R)-tert-butyl piperidin-3-ylcarbamate (0.500 g), 1,3-difluoropropan-2-one (0.258 g) and sodium triacetoxyhydroborate (0.794 g) were stirred together in dichloromethane (5 mL) overnight. The reaction was quenched with saturated aqueous NaHCO3 (10 mL) and extracted with dichloromethane (30 mL). The organic layer was washed with brine (20 mL), dried over magnesium sulfate, filtered, and concentrated. The crude material was treated with HCl (4.0M dioxane, 2 mL) in methanol (2 mL). Aft... Starting materials: FC(C1=NC(=CC(=C1C(=O)OCC)O)C(F)(F)F)(F)F (Ethyl 2,6-bis(trifluoromethyl)-4-hydroxy-3-pyridinecarboxylate), IC(C)C (2-iodopropane). Product: FC(C1=NC(=CC(=C1C(=O)OCC)OC(C)C)C(F)(F)F)(F)F (Ethyl 2,6-bis(trifluoromethyl)-4-isopropoxy-3-pyridinecarboxylate). The yield is 74.0%. Reaction SMILES: [F:1][C:2]([F:20])([F:19])[C:3]1[C:8]([C:9]([O:11][CH2:12][CH3:13])=[O:10])=[C:7]([OH:14])[CH:6]=[C:5]([C:15]([F:18])([F:17])[F:16])[N:4]=1.I[CH:22]([CH3:24])[CH3:23]>>[F:20][C:2]([F:19])([F:1])[C:3]1[C:8]([C:9]([O:11][CH2:12][CH3:13])=[O:10])=[C:7]([O:14][CH:22]([CH3:24])[CH3:23])[CH:6]=[C:5]([C:15]([F:18])([F:17])[F:16])[N:4]=1. Reported procedure: Following the procedure of Example 4, this material was prepared in 74% yield from product of Example 2 and 2-iodopropane as a liquid, nD25 1.4210. Anal. Calc'd. for C13H13F6N1O3 : C, 45.23; H, 3.80. Reaction SMILES: [CH3:1][O:2][C:3]([CH:4]([CH2:5][CH2:6][n:7]1[c:8]([C:12]([c:13]2[cH:14][cH:15][cH:16][cH:17][cH:18]2)=[O:19])[cH:9][cH:10][cH:11]1)[I:20])=[O:21].[CH3:24][S:25]([CH3:26])=[O:27].[Fe+2:40].[OH2:28].[OH2:29].[OH2:30].[OH2:31].[OH2:32].[OH2:33].[OH2:34].[OH:22][OH:23].[S:35]([O-:36])([O-:37])(=[O:38])=[O:39]>>[CH3:1][O:2][C:3]([CH:4]1[CH2:5][CH2:6][n:7]2[c:8]([C:12]([c:13]3[cH:14][cH:15][cH:16][cH:17][cH:18]3)=[O:19])[cH:9][cH:10][c:11]21)=[O:21]. The product is COC(=O)C1CCn2c(C(=O)c3ccccc3)ccc21. Starting materials: COC(=O)C(I)CCn1cccc1C(=O)c1ccccc1, CS(C)=O, [Fe+2], O, O, O, O, O, O, O, OO, O=S(=O)([O-])[O-].